This data is from the Open Reaction Database (ORD), a public repository of structured organic reaction records. The task is: describe an organic reaction: reactants, conditions, products, and yield Starting materials: ClC1=C2C(=NN=C1C1=CC=CC=C1)N(N=C2C2=CC=CC=C2)CCI (4-chloro-1-(2-iodoethyl)-3,5-diphenyl-1H-pyrazolo[3,4-c]pyridazine), Cl.FC1(CNCC1)F (3,3-difluoropyrrolidine hydrochloride), CCN(C(C)C)C(C)C (DIPEA). Solvent: C(Cl)Cl (CH2Cl2). Reaction conditions: time 5 day. Product: ClC1=C2C(=NN=C1C1=CC=CC=C1)N(N=C2C2=CC=CC=C2)CCN2CC(CC2)(F)F (4-chloro-1-[2-(3,3-difluoropyrrolidin-1-yl)ethyl]-3,5-diphenyl-pyrazolo[3,4-c]pyridazine). Isolated yield 27.8%. RXN SMILES: [Cl:1][C:2]1[C:7]([C:8]2[CH:13]=[CH:12][CH:11]=[CH:10][CH:9]=2)=[N:6][N:5]=[C:4]2[N:14]([CH2:23][CH2:24]I)[N:15]=[C:16]([C:17]3[CH:22]=[CH:21][CH:20]=[CH:19][CH:18]=3)[C:3]=12.Cl.[F:27][C:28]1([F:33])[CH2:32][CH2:31][NH:30][CH2:29]1.CCN(C(C)C)C(C)C>C(Cl)Cl>[Cl:1][C:2]1[C:7]([C:8]2[CH:13]=[CH:12][CH:11]=[CH:10][CH:9]=2)=[N:6][N:5]=[C:4]2[N:14]([CH2:23][CH2:24][N:30]3[CH2:31][CH2:32][C:28]([F:33])([F:27])[CH2:29]3)[N:15]=[C:16]([C:17]3[CH:22]=[CH:21][CH:20]=[CH:19][CH:18]=3)[C:3]=12 |f:1.2|. Procedure details: A solution of 4-chloro-1-(2-iodoethyl)-3,5-diphenyl-1H-pyrazolo[3,4-c]pyridazine (91 mg, 0.2 mmol) in dry CH2Cl2 (2 mL) was added to 3,3-difluoropyrrolidine hydrochloride (143 mg, 1 mmol), DIPEA (0.2 mL, 1.1 mmol) was added and the reaction stirred for 5 days. The resultant residue was purified using chromatography (silica gel, gradient 20 to 50% ethyl acetate/isohexane, followed by preparative HPLC to provide Compound IIv as a white solid (24.5 mg). Starting materials: C1=CC=CC=C1C(=O)OO (perbenzoic acid), CC1=CCC2CC1C2(C)C (α-pinene). Solvent: C(Cl)(Cl)Cl (chloroform). Conditions: temperature -15 celsius, time 1 hour. Product: CC1(C2CC1C3(C(C2)O3)C)C (α-pinene epoxide). Reaction SMILES: C1C(C(OO)=[O:8])=CC=CC=1.[CH3:11][C:12]1[CH:17]2[C:18]([CH3:20])([CH3:19])[CH:15]([CH2:16]2)[CH2:14][CH:13]=1>C(Cl)(Cl)Cl>[CH3:19][C:18]1([CH3:20])[CH:17]2[C:12]3([CH3:11])[O:8][CH:13]3[CH2:14][CH:15]1[CH2:16]2. Reported procedure: 550 ml of a 23.3% (151 g) chloroform solution of 100% perbenzoic acid, are loaded into a glass reactor vessel of 2 l capacity, externally cooled to -15° C. Over a period of around 2 hours 150 g of 95% α-pinene are dripped in, maintaining the temperature between -5° C. and -2° C. The solution is then stirred for 1 hour, lowering the temperature to -10° C. At this temperature the perbenzoic acid which has precipitated out is filtered off. The chloroform solution obtained is washed with a small qua... The reactants are CCO, NCCO, O=C1CCCC1, O. The product is OCCNC1CCCC1. As a reaction SMILES: [CH3:12][CH2:13][OH:14].[NH2:1][CH2:2][CH2:3][OH:4].[O:5]=[C:6]1[CH2:7][CH2:8][CH2:9][CH2:10]1.[OH2:11]>>[NH:1]([CH2:2][CH2:3][OH:4])[CH:6]1[CH2:7][CH2:8][CH2:9][CH2:10]1. Starting materials: CCCCOCCCN, C1CCOC1, O=C(O)c1ccc2c(c1)nc(COc1ccccc1)n2Cc1ccc(OC(F)(F)F)cc1. The product is CCCCOCCCNC(=O)c1ccc2c(c1)nc(COc1ccccc1)n2Cc1ccc(OC(F)(F)F)cc1. Reaction SMILES: [CH2:33]([CH2:34][CH2:35][CH3:36])[O:37][CH2:38][CH2:39][CH2:40][NH2:41].[CH2:42]1[O:43][CH2:44][CH2:45][CH2:46]1.[O:1]([c:2]1[cH:3][cH:4][cH:5][cH:6][cH:7]1)[CH2:8][c:9]1[n:10][c:11]2[c:12]([n:13]1[CH2:14][c:15]1[cH:16][cH:17][c:18]([O:21][C:22]([F:23])([F:24])[F:25])[cH:19][cH:20]1)[cH:26][cH:27][c:28]([C:30](=[O:31])[OH:32])[cH:29]2>>[O:1]([c:2]1[cH:3][cH:4][cH:5][cH:6][cH:7]1)[CH2:8][c:9]1[n:10][c:11]2[c:12]([n:13]1[CH2:14][c:15]1[cH:16][cH:17][c:18]([O:21][C:22]([F:23])([F:24])[F:25])[cH:19][cH:20]1)[cH:26][cH:27][c:28]([C:30](=[O:31])[NH:41][CH2:40][CH2:39][CH2:38][O:37][CH2:33][CH2:34][CH2:35][CH3:36])[cH:29]2. The reactants are CCI, CN(C)C=O, COc1cc2ncnc(Oc3ccc(NC(=O)OC4CCCCC4)c(Cl)c3)c2cc1OC, [H-], [Na+], O. Yields the product CCN(C(=O)OC1CCCCC1)c1ccc(Oc2ncnc3cc(OC)c(OC)cc23)cc1Cl. Reaction SMILES: [CH2:40]([CH3:41])[I:42].[CH3:1][N:2]([CH3:3])[CH:4]=[O:5].[Cl:8][c:9]1[c:10]([NH:30][C:31]([O:32][CH:33]2[CH2:34][CH2:35][CH2:36][CH2:37][CH2:38]2)=[O:39])[cH:11][cH:12][c:13]([O:15][c:16]2[n:17][cH:18][n:19][c:20]3[cH:21][c:22]([O:28][CH3:29])[c:23]([O:26][CH3:27])[cH:24][c:25]23)[cH:14]1.[H-:6].[Na+:7].[OH2:43]>>[Cl:8][c:9]1[c:10]([N:30]([C:31]([O:32][CH:33]2[CH2:34][CH2:35][CH2:36][CH2:37][CH2:38]2)=[O:39])[CH2:40][CH3:41])[cH:11][cH:12][c:13]([O:15][c:16]2[n:17][cH:18][n:19][c:20]3[cH:21][c:22]([O:28][CH3:29])[c:23]([O:26][CH3:27])[cH:24][c:25]23)[cH:14]1.